This data is from the Open Reaction Database (ORD), a public repository of structured organic reaction records. The task is: describe an organic reaction: reactants, conditions, products, and yield Starting materials: CO, NC(=O)C(F)(F)C(F)(F)C(=O)C(F)(F)F, O=P12OP3(=O)OP(=O)(O1)OP(=O)(O2)O3, O=S(=O)(O)O. Product: COC(=O)C(F)(F)C(F)(F)C(=O)C(F)(F)F. Reaction SMILES: [CH3:16][OH:17].[O:1]=[C:2]([C:3]([C:4]([C:5](=[O:6])[NH2:7])([F:8])[F:9])([F:10])[F:11])[C:12]([F:13])([F:14])[F:15].[O:23]=[P:24]12[O:25][P:26]3(=[O:36])[O:27][P:28](=[O:34])([O:29][P:30](=[O:33])([O:31]3)[O:32]1)[O:35]2.[S:18](=[O:19])(=[O:20])([OH:21])[OH:22]>>[O:1]=[C:2]([C:3]([C:4]([C:5](=[O:6])[O:17][CH3:16])([F:8])[F:9])([F:10])[F:11])[C:12]([F:13])([F:14])[F:15]. Reactants: C1CCOC1, CCNC(C)C, ClCCl, NCc1ccc(-c2cnc3cc(Cl)ccn23)cc1, O=C(Cl)Cc1cccc(C(F)(F)F)c1. Product: O=C(Cc1cccc(C(F)(F)F)c1)NCc1ccc(-c2cnc3cc(Cl)ccn23)cc1. As a reaction SMILES: [CH2:42]1[O:43][CH2:44][CH2:45][CH2:46]1.[CH:36]([NH:37][CH2:38][CH3:39])([CH3:40])[CH3:41].[Cl:19][CH2:20][Cl:21].[Cl:1][c:2]1[cH:3][c:4]2[n:5]([cH:6][cH:7]1)[c:8](-[c:11]1[cH:12][cH:13][c:14]([CH2:15][NH2:16])[cH:17][cH:18]1)[cH:9][n:10]2.[F:22][C:23]([c:24]1[cH:25][c:26]([CH2:30][C:31](=[O:32])[Cl:33])[cH:27][cH:28][cH:29]1)([F:34])[F:35]>>[Cl:1][c:2]1[cH:3][c:4]2[n:5]([cH:6][cH:7]1)[c:8](-[c:11]1[cH:12][cH:13][c:14]([CH2:15][NH:16][C:31]([CH2:30][c:26]3[cH:25][c:24]([C:23]([F:22])([F:34])[F:35])[cH:29][cH:28][cH:27]3)=[O:32])[cH:17][cH:18]1)[cH:9][n:10]2. Starting materials: CC#N, COC(=O)CCNC(C)=O, NCCO. Product: CC(=O)NCCC(=O)NCCO. As a reaction SMILES: [CH3:15][C:16]#[N:17].[CH3:5][O:6][C:7]([CH2:8][CH2:9][NH:10][C:11]([CH3:12])=[O:13])=[O:14].[NH2:1][CH2:2][CH2:3][OH:4]>>[NH:1]([CH2:2][CH2:3][OH:4])[C:7](=[O:6])[CH2:8][CH2:9][NH:10][C:11]([CH3:12])=[O:13]. Procedure details: The product of Example 10 (0.068 g, 0.11 mmol) was dissolved in methylene chloride (0.5 ml). Water (0.1 mL) was added and the solution cooled on ice. Trifluoroacetic acid (1 mL) was added and the reaction allowed to proceed for 30 minutes. Extractive workup with ethyl acetate followed by chromatography (ethyl acetate/ethanol/ammonium hydroxide:90/10/2) yields 3-[1-(4-aminomethyl-3-hydroxybenzyl)-indol-3-yl]-4-[1-methyl-indol-3-yl]-pyrrole-2,5-dione (0.012 g,) as a red solid. Treatment with hydro... The yield is 22.9%. Product: NCC1=C(C=C(CN2C=C(C3=CC=CC=C23)C=2C(NC(C2C2=CN(C3=CC=CC=C23)C)=O)=O)C=C1)O (3-[1-(4-aminomethyl-3-hydroxybenzyl)-indol-3-yl]-4-[1-methyl-indol-3-yl]-pyrrole-2,5-dione). Starting materials: O (Water), C(C)(=O)OCC.C(C)O.[OH-].[NH4+] (ethyl acetate ethanol ammonium hydroxide), NCC1=C(C=C(CN2C=C(C3=CC=CC=C23)C=2C(NC(C2C2=CN(C3=CC=CC=C23)C)=O)=O)C=C1)OCOCC[Si](C)(C)C (3-[1-(4-Aminomethyl-3-(2-(trimethylsilyl)ethoxymethoxy)benzyl)-indol-3-yl]-4-[1-methyl-indol-3-yl]pyrrole-2,5-dione), FC(C(=O)O)(F)F (Trifluoroacetic acid). Reaction conditions: time 30 minute. Run in C(Cl)Cl (methylene chloride), C(C)(=O)OCC (ethyl acetate). As a reaction SMILES: [NH2:1][CH2:2][C:3]1[CH:35]=[CH:34][C:6]([CH2:7][N:8]2[C:16]3[C:11](=[CH:12][CH:13]=[CH:14][CH:15]=3)[C:10]([C:17]3[C:18](=[O:33])[NH:19][C:20](=[O:32])[C:21]=3[C:22]3[C:30]4[C:25](=[CH:26][CH:27]=[CH:28][CH:29]=4)[N:24]([CH3:31])[CH:23]=3)=[CH:9]2)=[CH:5][C:4]=1[O:36]COCC[Si](C)(C)C.O.FC(F)(F)C(O)=O.C(OCC)(=O)C.C(O)C.[OH-].[NH4+]>C(Cl)Cl.C(OCC)(=O)C>[NH2:1][CH2:2][C:3]1[CH:35]=[CH:34][C:6]([CH2:7][N:8]2[C:16]3[C:11](=[CH:12][CH:13]=[CH:14][CH:15]=3)[C:10]([C:17]3[C:18](=[O:33])[NH:19][C:20](=[O:32])[C:21]=3[C:22]3[C:30]4[C:25](=[CH:26][CH:27]=[CH:28][CH:29]=4)[N:24]([CH3:31])[CH:23]=3)=[CH:9]2)=[CH:5][C:4]=1[OH:36] |f:3.4.5.6|. Reactants: [O-]CC.[Na+] (sodium ethoxide), [Na] (sodium), ClC1=C(C=CC=2C(=NOC21)C2=C(C=CC=C2)F)OCC#N ({[7-chloro-3-(2-fluorophenyl)-1,2-benzisoxazol-6-yl]oxy}acetonitrile), Cl.NO (hydroxylamine hydrochloride). The solvent is O (water), C(C)O (ethanol), C(C)O (ethanol). Product: ONC(COC1=C(C2=C(C(=NO2)C2=C(C=CC=C2)F)C=C1)Cl)=N (N-hydroxy-{[7-chloro-3-(2-fluorophenyl)-1,2-benzisoxazol-6-yl]oxy}acetimidamide). RXN SMILES: [O-]CC.[Na+].[Na].Cl[C:7]1[C:15]2[O:14][N:13]=[C:12]([C:16]3[CH:21]=[CH:20][CH:19]=[CH:18][C:17]=3[F:22])[C:11]=2[CH:10]=[CH:9][C:8]=1[O:23][CH2:24][C:25]#[N:26].[ClH:27].[NH2:28][OH:29]>C(O)C.O>[OH:29][NH:28][C:25](=[NH:26])[CH2:24][O:23][C:8]1[CH:9]=[CH:10][C:11]2[C:12]([C:16]3[CH:21]=[CH:20][CH:19]=[CH:18][C:17]=3[F:22])=[N:13][O:14][C:15]=2[C:7]=1[Cl:27] |f:0.1,4.5,^1:4|. Procedure: A solution of sodium ethoxide, prepared from 0.50 g of sodium and 15 ml of absolute ethanol is added to a stirred suspension of 6.0 g of {[7-chloro-3-(2-fluorophenyl)-1,2-benzisoxazol-6-yl]oxy}acetonitrile and 1.4 g of hydroxylamine hydrochloride in 60 ml of absolute ethanol. The reaction mixture is refluxed for 30 min, poured into water and the precipitate is collected and dried. The precipitate is dissolved in warm methanol and treated with ethereal hydrogen chloride to give N-hydroxy-{[7-chlo... Reactants: CCN=C=NCCCN(C)C, O=C(O)c1cc(F)c(F)c(F)c1, COc1ccc(C2(O)CCC(N3CC(NC(=O)CN)C3)CC2)cn1. The product is COc1ccc(C2(O)CCC(N3CC(NC(=O)CNC(=O)c4cc(F)c(F)c(F)c4)C3)CC2)cn1. As a reaction SMILES: [CH3:37][CH2:38][N:39]=[C:40]=[N:41][CH2:42][CH2:43][CH2:44][N:45]([CH3:46])[CH3:47].[F:25][c:26]1[cH:27][c:28]([C:29](=[O:30])[OH:31])[cH:32][c:33]([F:36])[c:34]1[F:35].[NH2:1][CH2:2][C:3](=[O:4])[NH:5][CH:6]1[CH2:7][N:8]([CH:10]2[CH2:11][CH2:12][C:13]([c:16]3[cH:17][n:18][c:19]([O:22][CH3:23])[cH:20][cH:21]3)([OH:24])[CH2:14][CH2:15]2)[CH2:9]1>>[NH:1]([CH2:2][C:3](=[O:4])[NH:5][CH:6]1[CH2:7][N:8]([CH:10]2[CH2:11][CH2:12][C:13]([c:16]3[cH:17][n:18][c:19]([O:22][CH3:23])[cH:20][cH:21]3)([OH:24])[CH2:14][CH2:15]2)[CH2:9]1)[C:29]([c:28]1[cH:27][c:26]([F:25])[c:34]([F:35])[c:33]([F:36])[cH:32]1)=[O:30]. The reactants are O (Water), C(O)([O-])=O.[Na+] (Sodium hydrogen carbonate), Cl.NO (hydroxylamine monohydrochloride), C(#N)C=1C(N(C=CC1)C1CN(CCOC1C1=CC(=C(C=C1)Cl)Cl)C(=O)OC(C)(C)C)=O (tert-butyl (6RS,7SR)-6-(3-cyano-2-oxopyridin-1(2H)-yl)-7-(3,4-dichlorophenyl)-1,4-oxazepane-4-carboxylate). Solvent: CS(=O)C (DMSO). Reported procedure: Sodium hydrogen carbonate (145 mg) and hydroxylamine monohydrochloride (120 mg) were added to a solution of tert-butyl (6RS,7SR)-6-(3-cyano-2-oxopyridin-1(2H)-yl)-7-(3,4-dichlorophenyl)-1,4-oxazepane-4-carboxylate (100 mg) in DMSO (4 mL), and the mixture was stirred at 80° C. overnight. Water was added to the reaction mixture, and the mixture was extracted with ethyl acetate. The extract was washed with brine, and dried over anhydrous magnesium sulfate. The solvent was evaporated under reduced p... Yield: 49.7%. The product is ClC=1C=C(C=CC1Cl)C1C(CN(CCO1)C(=O)OC(C)(C)C)N1C(C(=CC=C1)C1=NOC(N1)=O)=O (tert-butyl (6RS,7SR)-7-(3,4-dichlorophenyl)-6-[2-oxo-3-(5-oxo-4,5-dihydro-1,2,4-oxadiazol-3-yl)pyridin-1(2H)-yl]-1,4-oxazepane-4-carboxylate). RXN SMILES: [C:1](=[O:4])([O-])[OH:2].[Na+].Cl.[NH2:7]O.[C:9]([C:11]1[C:12](=[O:39])[N:13]([CH:17]2[CH:23]([C:24]3[CH:29]=[CH:28][C:27]([Cl:30])=[C:26]([Cl:31])[CH:25]=3)[O:22][CH2:21][CH2:20][N:19]([C:32]([O:34][C:35]([CH3:38])([CH3:37])[CH3:36])=[O:33])[CH2:18]2)[CH:14]=[CH:15][CH:16]=1)#[N:10].O>CS(C)=O>[Cl:31][C:26]1[CH:25]=[C:24]([CH:23]2[O:22][CH2:21][CH2:20][N:19]([C:32]([O:34][C:35]([CH3:36])([CH3:38])[CH3:37])=[O:33])[CH2:18][CH:17]2[N:13]2[CH:14]=[CH:15][CH:16]=[C:11]([C:9]3[NH:7][C:1](=[O:4])[O:2][N:10]=3)[C:12]2=[O:39])[CH:29]=[CH:28][C:27]=1[Cl:30] |f:0.1,2.3|. Conditions: temperature 80 celsius, time 8 hour.